This data is from the Open Reaction Database (ORD), a public repository of structured organic reaction records. The task is: describe an organic reaction: reactants, conditions, products, and yield Starting materials: N[C@@]1([C@@H](C[C@@H](OC1)C1CC1)[C@H](CF)O)C1=C(C=C(C=C1)F)F (rel-(1R)-1-[(2R,4R,5S)-5-amino-2-cyclopropyl-5-(2,4-difluorophenyl)tetrahydro-2H-pyran-4-yl]-2-fluoroethanol), C1(CC1)[C@H]1C[C@H]([C@@](CO1)(C1=C(C=C(C=C1)F)F)NC(=S)NC(C1=CC=CC=C1)=O)[C@H](C)O (N-({(3S,4R,6R)-6-cyclopropyl-3-(2,4-difluorophenyl)-4-[(1S)-1-hydroxyethyl]tetrahydro-2H-pyran-3-yl}carbamothioyl)benzamide). The product is C1(CC1)[C@H]1C[C@H]([C@@](CO1)(C1=C(C=C(C=C1)F)F)NC(=S)NC(C1=CC=CC=C1)=O)[C@H](CF)O (rel-N-({(3S,4R,6R)-6-cyclopropyl-3-(2,4-difluorophenyl)-4-[(1R)-2-fluoro-1-hydroxyethyl]tetrahydro-2H-pyran-3-yl}carbamothioyl)benzamide). RXN SMILES: [NH2:1][C@@:2]1([C:15]2[CH:20]=[CH:19][C:18]([F:21])=[CH:17][C:16]=2[F:22])[CH2:7][O:6][C@@H:5]([CH:8]2[CH2:10][CH2:9]2)[CH2:4][C@H:3]1[C@@H:11]([OH:14])[CH2:12][F:13].C1([C@@H]2OC[C@@](N[C:41]([NH:43][C:44](=[O:51])[C:45]3[CH:50]=[CH:49][CH:48]=[CH:47][CH:46]=3)=[S:42])(C3C=CC(F)=CC=3F)[C@H]([C@@H](O)C)C2)CC1>>[CH:8]1([C@@H:5]2[O:6][CH2:7][C@@:2]([NH:1][C:41]([NH:43][C:44](=[O:51])[C:45]3[CH:46]=[CH:47][CH:48]=[CH:49][CH:50]=3)=[S:42])([C:15]3[CH:20]=[CH:19][C:18]([F:21])=[CH:17][C:16]=3[F:22])[C@H:3]([C@@H:11]([OH:14])[CH2:12][F:13])[CH2:4]2)[CH2:10][CH2:9]1. Procedure details: Conversion of rel-(1R)-1-[(2R,4R,5S)-5-amino-2-cyclopropyl-5-(2,4-difluorophenyl)tetrahydro-2H-pyran-4-yl]-2-fluoroethanol (C45) to the product was carried out according to the method described for synthesis of N-({(3S,4R,6R)-6-cyclopropyl-3-(2,4-difluorophenyl)-4-[(1S)-1-hydroxyethyl]tetrahydro-2H-pyran-3-yl}carbamothioyl)benzamide (C30) in Example 3. The product was obtained as a solid. Yield: 155 mg, 0.324 mmol, 60%. LCMS m/z 479.2 [M+H+]. Starting materials: Brc1ccc(Br)nc1, [Li]CCCC, CCOCC, CCCCCC, CN(C)C=O, O. Product: O=Cc1ccc(Br)nc1. Reaction SMILES: [Br:1][c:2]1[n:3][cH:4][c:5]([Br:8])[cH:6][cH:7]1.[CH2:9]([Li:10])[CH2:11][CH2:12][CH3:13].[CH3:20][CH2:21][O:22][CH2:23][CH3:24].[CH3:25][CH2:26][CH2:27][CH2:28][CH2:29][CH3:30].[O:14]=[CH:15][N:16]([CH3:17])[CH3:18].[OH2:19]>>[Br:1][c:2]1[n:3][cH:4][c:5]([CH:15]=[O:14])[cH:6][cH:7]1. The reactants are IC1=C(N=C(NC1OC)N1CCOCC1)N[C@H]1CN(CCC1)C(=O)OC(C)(C)C (tert-butyl (3R)-3-[[5-iodo-6-methoxy-2-(morpholin-4-yl)-1,6-dihydropyrimidin-4-yl]amino]piperidine-1-carboxylate), CC1=CC=CC=2N=CSC21 (7-methyl-1,3-benzothiazole), C([O-])([O-])=O.[Cs+].[Cs+] (cesium Carbonate). The reagents and catalysts are [Pd].C1(=CC=CC=C1)P(C1=CC=CC=C1)C1=CC=CC=C1.C1(=CC=CC=C1)P(C1=CC=CC=C1)C1=CC=CC=C1.C1(=CC=CC=C1)P(C1=CC=CC=C1)C1=CC=CC=C1.C1(=CC=CC=C1)P(C1=CC=CC=C1)C1=CC=CC=C1 (tetrakis(triphenylphosphane) palladium), I[Cu] (iodocopper). Solvent: CN(C=O)C (N,N-dimethylformamide). Product: COC1C(=C(N=C(N1)N1CCOCC1)NC1CN(CCC1)C(=O)OC(C)(C)C)C=1SC2=C(N1)C=CC=C2C (tert-butyl 3-(6-methoxy-5-(7-methylbenzo[d]thiazol-2-yl)-2-morpholino-1,6-dihydropyrimidin-4-ylamino)piperidine-1-carboxylate). As a reaction SMILES: I[C:2]1[CH:7]([O:8][CH3:9])[NH:6][C:5]([N:10]2[CH2:15][CH2:14][O:13][CH2:12][CH2:11]2)=[N:4][C:3]=1[NH:16][C@@H:17]1[CH2:22][CH2:21][CH2:20][N:19]([C:23]([O:25][C:26]([CH3:29])([CH3:28])[CH3:27])=[O:24])[CH2:18]1.[CH3:30][C:31]1[C:39]2[S:38][CH:37]=[N:36][C:35]=2[CH:34]=[CH:33][CH:32]=1.C(=O)([O-])[O-].[Cs+].[Cs+]>CN(C)C=O.[Pd].C1(P(C2C=CC=CC=2)C2C=CC=CC=2)C=CC=CC=1.C1(P(C2C=CC=CC=2)C2C=CC=CC=2)C=CC=CC=1.C1(P(C2C=CC=CC=2)C2C=CC=CC=2)C=CC=CC=1.C1(P(C2C=CC=CC=2)C2C=CC=CC=2)C=CC=CC=1.I[Cu]>[CH3:9][O:8][CH:7]1[NH:6][C:5]([N:10]2[CH2:15][CH2:14][O:13][CH2:12][CH2:11]2)=[N:4][C:3]([NH:16][CH:17]2[CH2:22][CH2:21][CH2:20][N:19]([C:23]([O:25][C:26]([CH3:29])([CH3:28])[CH3:27])=[O:24])[CH2:18]2)=[C:2]1[C:37]1[S:38][C:39]2[C:31]([CH3:30])=[CH:32][CH:33]=[CH:34][C:35]=2[N:36]=1 |f:2.3.4,6.7.8.9.10|. Procedure: Following the same procedure as in step 3 of Example 337 using tert-butyl (3R)-3-[[5-iodo-6-methoxy-2-(morpholin-4-yl)-1,6-dihydropyrimidin-4-yl]amino]piperidine-1-carboxylate (30 mg, 0.06 mmol, 1.00 equiv), 7-methyl-1,3-benzothiazole (15.5 mg, 0.10 mmol, 1.81 equiv), tetrakis(triphenylphosphane) palladium (12 mg, 0.01 mmol, 0.18 equiv), iodocopper (2 mg, 0.01 mmol, 0.18 equiv), and cesium Carbonate (112.8 mg, 0.35 mmol, 6.00 equiv) in N,N-dimethylformamide (2.5 mL). The crude product was purifi...